Dataset: the Open Reaction Database (ORD), a public repository of structured organic reaction records. Task: describe an organic reaction: reactants, conditions, products, and yield Starting materials: C(C)(C)(C)OC(C1=CC=C(C=C1)NC1CCN(CC1)S(=O)(=O)C1=CC2=CC=CC=C2C=C1)=O (4-[1-(Naphthalene-2-sulfonyl)-piperidin-4-ylamino]-benzoic acid tert-butyl ester). Run in Cl (HCl). Conditions: temperature 25 celsius, time 12 hour. Product: C1=C(C=CC2=CC=CC=C12)S(=O)(=O)N1CCC(CC1)NC1=CC=C(C(=O)O)C=C1 (4-[1-(Naphthalene-2-sulfonyl)piperidin-4-ylamino]benzoic acid). The yield is 60.9%. RXN SMILES: C([O:5][C:6](=[O:33])[C:7]1[CH:12]=[CH:11][C:10]([NH:13][CH:14]2[CH2:19][CH2:18][N:17]([S:20]([C:23]3[CH:32]=[CH:31][C:30]4[C:25](=[CH:26][CH:27]=[CH:28][CH:29]=4)[CH:24]=3)(=[O:22])=[O:21])[CH2:16][CH2:15]2)=[CH:9][CH:8]=1)(C)(C)C>Cl>[CH:24]1[C:25]2[C:30](=[CH:29][CH:28]=[CH:27][CH:26]=2)[CH:31]=[CH:32][C:23]=1[S:20]([N:17]1[CH2:16][CH2:15][CH:14]([NH:13][C:10]2[CH:9]=[CH:8][C:7]([C:6]([OH:33])=[O:5])=[CH:12][CH:11]=2)[CH2:19][CH2:18]1)(=[O:21])=[O:22]. Procedure: A solution of (9) (0.05 g, 0.12 mmol) in HCl (2 mL, 4M in 1,4-dioxane) was capped with a drying tube and stirred at 25° C. for 12 h. The reaction mixture was then concentrated to give a pale yellow oily residue (0.03 g, 68%); 1H NMR (DMSO) δ 8.44 (s, 1H), 8.20 (m, 1H), 8.09 (m, 1H), 7.72 (m, 4H), 7.57 (d, 2H, J=5.7), 6.50 (d, 2H, J=6.8), 3.60 (m, 2H), 3.25 (m, 1H), 2.55 (m, 2H), 1.93 (d, 2H, J=11.9), 1.45 (m, 2H); 13C NMR (DMSO) δ 167.4, 151.3, 134.4, 132.7, 131.9, 131.1, 129.3, 129.0, 128.6, 12... Yields the product COc1ccc(CSC2CC(C(=O)O)N(S(=O)(=O)CCc3ccccc3)C2)cc1. The reactants are BrCc1ccccc1, C1CCOC1, COc1ccc(CSC2CC(C(=O)O)N(S(C)(=O)=O)C2)cc1, CC(C)[N-]C(C)C, CCOC(C)=O, [K+], [Li+], O=S(=O)([O-])O. RXN SMILES: [CH2:31]([c:32]1[cH:33][cH:34][cH:35][cH:36][cH:37]1)[Br:38].[CH2:51]1[O:52][CH2:53][CH2:54][CH2:55]1.[CH3:1][S:2](=[O:3])(=[O:4])[N:5]1[CH:6]([C:20](=[O:21])[OH:22])[CH2:7][CH:8]([S:10][CH2:11][c:12]2[cH:13][cH:14][c:15]([O:18][CH3:19])[cH:16][cH:17]2)[CH2:9]1.[CH3:24][CH:25]([N-:26][CH:27]([CH3:28])[CH3:29])[CH3:30].[CH3:45][CH2:46][O:47][C:48]([CH3:49])=[O:50].[K+:44].[Li+:23].[S:39](=[O:40])(=[O:41])([OH:42])[O-:43]>>[CH2:1]([S:2](=[O:3])(=[O:4])[N:5]1[CH:6]([C:20](=[O:21])[OH:22])[CH2:7][CH:8]([S:10][CH2:11][c:12]2[cH:13][cH:14][c:15]([O:18][CH3:19])[cH:16][cH:17]2)[CH2:9]1)[CH2:31][c:32]1[cH:33][cH:34][cH:35][cH:36][cH:37]1. Reactants: C(C)(C)(C)OC(N[C@H]1[C@@H](C1)C1=CC=C(C=C1)NC(=O)C1=CC=CC=C1)=O (tert-Butyl(trans-2-{4-[(phenylcarbonyl)amino]phenyl}cyclopropyl)carbamate), Cl.C(C)(=O)OCC (hydrochloric acid ethyl acetate). Run at time 2 hour. The product is Cl.N[C@H]1[C@@H](C1)C1=CC=C(C=C1)NC(C1=CC=CC=C1)=O (N-[4-(trans-2-aminocyclopropyl)phenyl]benzamide hydrochloride). RXN SMILES: C(OC(=O)[NH:7][C@@H:8]1[CH2:10][C@H:9]1[C:11]1[CH:16]=[CH:15][C:14]([NH:17][C:18]([C:20]2[CH:25]=[CH:24][CH:23]=[CH:22][CH:21]=2)=[O:19])=[CH:13][CH:12]=1)(C)(C)C.[ClH:27].C(OCC)(=O)C>>[ClH:27].[NH2:7][C@@H:8]1[CH2:10][C@H:9]1[C:11]1[CH:16]=[CH:15][C:14]([NH:17][C:18](=[O:19])[C:20]2[CH:25]=[CH:24][CH:23]=[CH:22][CH:21]=2)=[CH:13][CH:12]=1 |f:1.2,3.4|. Reported procedure: tert-Butyl(trans-2-{4-[(phenylcarbonyl)amino]phenyl}cyclopropyl)carbamate (212 mg) was dissolved in 4N hydrochloric acid/ethyl acetate solution (2 mL), and the mixture was stirred at room temperature for 2 hr and the solvent was evaporated under reduced pressure to give the title compound (148 mg).